The task is: describe an organic reaction: reactants, conditions, products, and yield. This data is from the Open Reaction Database (ORD), a public repository of structured organic reaction records. Reactants: [BH4-], C1CCOC1, CC(C)O, O=Cc1cn(C(c2ccccc2)(c2ccccc2)c2ccccc2)c(F)n1, [Na+]. Product: OCc1cn(C(c2ccccc2)(c2ccccc2)c2ccccc2)c(F)n1. As a reaction SMILES: [BH4-:28].[CH2:30]1[O:31][CH2:32][CH2:33][CH2:34]1.[CH:35]([OH:36])([CH3:37])[CH3:38].[F:1][c:2]1[n:3]([C:9]([c:10]2[cH:11][cH:12][cH:13][cH:14][cH:15]2)([c:16]2[cH:17][cH:18][cH:19][cH:20][cH:21]2)[c:22]2[cH:23][cH:24][cH:25][cH:26][cH:27]2)[cH:4][c:5]([CH:7]=[O:8])[n:6]1.[Na+:29]>>[F:1][c:2]1[n:3]([C:9]([c:10]2[cH:11][cH:12][cH:13][cH:14][cH:15]2)([c:16]2[cH:17][cH:18][cH:19][cH:20][cH:21]2)[c:22]2[cH:23][cH:24][cH:25][cH:26][cH:27]2)[cH:4][c:5]([CH2:7][OH:8])[n:6]1. Starting materials: OCC1=CC=C(O1)C1=C(C(=NC(=C1)C1=CC=CC=C1)C)C(NCCN1CCOCC1)=O (4-(5-hydroxymethyl-2-furyl)-2-methyl-3-(2-morpholinoethylcarbamoyl)-6-phenylpyridine). Reagents/catalysts: [O-2].[O-2].[Mn+4] (manganese dioxide). Solvent: C(C)(=O)OCC (ethyl acetate). Yields the product C(=O)C1=CC=C(O1)C1=C(C(=NC(=C1)C1=CC=CC=C1)C)C(NCCN1CCOCC1)=O (4-(5-formyl-2-furyl)-2-methyl-3-(2-morpholinoethylcarbamoyl)-6-phenylpyridine). The yield is 27.4%. As a reaction SMILES: [OH:1][CH2:2][C:3]1[O:7][C:6]([C:8]2[CH:13]=[C:12]([C:14]3[CH:19]=[CH:18][CH:17]=[CH:16][CH:15]=3)[N:11]=[C:10]([CH3:20])[C:9]=2[C:21](=[O:31])[NH:22][CH2:23][CH2:24][N:25]2[CH2:30][CH2:29][O:28][CH2:27][CH2:26]2)=[CH:5][CH:4]=1>C(OCC)(=O)C.[O-2].[O-2].[Mn+4]>[CH:2]([C:3]1[O:7][C:6]([C:8]2[CH:13]=[C:12]([C:14]3[CH:19]=[CH:18][CH:17]=[CH:16][CH:15]=3)[N:11]=[C:10]([CH3:20])[C:9]=2[C:21](=[O:31])[NH:22][CH2:23][CH2:24][N:25]2[CH2:30][CH2:29][O:28][CH2:27][CH2:26]2)=[CH:5][CH:4]=1)=[O:1] |f:2.3.4|. Procedure: A mixture of 4-(5-hydroxymethyl-2-furyl)-2-methyl-3-(2-morpholinoethylcarbamoyl)-6-phenylpyridine (4.4 g) and activated manganese dioxide (26 g) in ethyl acetate (100 ml) was refluxed for 3 hours under stirring. Manganese dioxide was filtered off and the filtrate was evaporated in vacuo and the residue was subjected to column chromatography on silica gel. The column was eluted with a mixture of ethyl acetate and tetrahydrofuran (7:3 V/V) and the fraction was evaporated in vacuo. The residue was ... Starting materials: CC(C)(C)OC(=O)N(Cc1cccc(C2CCN(C(=O)c3cccc(C#Cc4ccccc4)c3)CC2)c1)C(=O)OC(C)(C)C, CO, Cl. The product is Cl, NCc1cccc(C2CCN(C(=O)c3cccc(C#Cc4ccccc4)c3)CC2)c1. As a reaction SMILES: [C:1]([O:2][C:3]([N:8]([C:4]([O:5][C:6]([CH3:7])([CH3:9])[CH3:10])=[O:11])[CH2:16][c:17]1[cH:18][c:19]([CH:23]2[CH2:24][CH2:25][N:26]([C:29]([c:30]3[cH:31][c:32]([C:36]#[C:37][c:38]4[cH:39][cH:40][cH:41][cH:42][cH:43]4)[cH:33][cH:34][cH:35]3)=[O:44])[CH2:27][CH2:28]2)[cH:20][cH:21][cH:22]1)=[O:12])([CH3:13])([CH3:14])[CH3:15].[CH3:46][OH:47].[ClH:45]>>[ClH:45].[NH2:8][CH2:16][c:17]1[cH:18][c:19]([CH:23]2[CH2:24][CH2:25][N:26]([C:29]([c:30]3[cH:31][c:32]([C:36]#[C:37][c:38]4[cH:39][cH:40][cH:41][cH:42][cH:43]4)[cH:33][cH:34][cH:35]3)=[O:44])[CH2:27][CH2:28]2)[cH:20][cH:21][cH:22]1. Starting materials: COC(=O)c1cccc(N2C(=O)CN(c3ccc(C(C)C)cc3)C2=O)c1, [I-], [Li+], c1ccncc1. Product: CC(C)c1ccc(N2CC(=O)N(c3cccc(C(=O)O)c3)C2=O)cc1. As a reaction SMILES: [CH3:1][O:2][C:3]([c:4]1[cH:5][c:6]([N:10]2[C:11](=[O:25])[N:12]([c:16]3[cH:17][cH:18][c:19]([CH:22]([CH3:23])[CH3:24])[cH:20][cH:21]3)[CH2:13][C:14]2=[O:15])[cH:7][cH:8][cH:9]1)=[O:26].[I-:27].[Li+:28].[cH:29]1[cH:30][cH:31][n:32][cH:33][cH:34]1>>[O:2]=[C:3]([c:4]1[cH:5][c:6]([N:10]2[C:11](=[O:25])[N:12]([c:16]3[cH:17][cH:18][c:19]([CH:22]([CH3:23])[CH3:24])[cH:20][cH:21]3)[CH2:13][C:14]2=[O:15])[cH:7][cH:8][cH:9]1)[OH:26]. Reactants: N(=O)N(CC(=O)O)C1=CC=CC=C1 (N-nitrosophenylglycine), C(C)(=O)OC(C)=O (acetic anhydride). Product: C1(=CC=CC=C1)[N+]=1[N-]OC(C1)=O (N-phenyl sydnone). RXN SMILES: [N:1]([N:3]([C:8]1[CH:13]=[CH:12][CH:11]=[CH:10][CH:9]=1)[CH2:4][C:5]([OH:7])=[O:6])=O.C(OC(=O)C)(=O)C>>[C:8]1([N+:3]2[N-:1][O:6][C:5](=[O:7])[CH:4]=2)[CH:13]=[CH:12][CH:11]=[CH:10][CH:9]=1. Reported procedure: N-phenyl sydnone was prepared by dehydration of the above prepared N-nitrosophenylglycine with acetic anhydride, using the method described in Organic Syntheses, Coll. Vol. 5, p. 962 (1973); Vol. 45, p. 96 (1965). Starting materials: CC(C)NCCCCOc1ccc(OCc2ccccc2)cc1, C1CCCCC1. Product: CC(C)NCCCCOc1ccc(O)cc1. As a reaction SMILES: [CH2:1]([c:2]1[cH:3][cH:4][cH:5][cH:6][cH:7]1)[O:8][c:9]1[cH:10][cH:11][c:12]([O:15][CH2:16][CH2:17][CH2:18][CH2:19][NH:20][CH:21]([CH3:22])[CH3:23])[cH:13][cH:14]1.[CH2:24]1[CH2:25][CH2:26][CH2:27][CH2:28][CH2:29]1>>[OH:8][c:9]1[cH:10][cH:11][c:12]([O:15][CH2:16][CH2:17][CH2:18][CH2:19][NH:20][CH:21]([CH3:22])[CH3:23])[cH:13][cH:14]1. Conditions: temperature 50 celsius. Starting materials: ClC1=NC=CC2=CC(=CC=C12)S(=O)(=O)OC1=C(C(=C(C(=C1F)F)F)F)F (perfluorophenyl 1-chloroisoquinoline-6-sulfonate), ClC1=CC(=C(C=C1F)B(O)O)OC ((4-chloro-5-fluoro-2-methoxyphenyl)boronic acid), C([O-])([O-])=O.[K+].[K+] (potassium carbonate). As a reaction SMILES: Cl[C:2]1[C:11]2[C:6](=[CH:7][C:8]([S:12]([O:15][C:16]3[C:21]([F:22])=[C:20]([F:23])[C:19]([F:24])=[C:18]([F:25])[C:17]=3[F:26])(=[O:14])=[O:13])=[CH:9][CH:10]=2)[CH:5]=[CH:4][N:3]=1.[Cl:27][C:28]1[C:33]([F:34])=[CH:32][C:31](B(O)O)=[C:30]([O:38][CH3:39])[CH:29]=1.C(=O)([O-])[O-].[K+].[K+]>C1C=CC([P]([Pd]([P](C2C=CC=CC=2)(C2C=CC=CC=2)C2C=CC=CC=2)([P](C2C=CC=CC=2)(C2C=CC=CC=2)C2C=CC=CC=2)[P](C2C=CC=CC=2)(C2C=CC=CC=2)C2C=CC=CC=2)(C2C=CC=CC=2)C2C=CC=CC=2)=CC=1>[Cl:27][C:28]1[C:33]([F:34])=[CH:32][C:31]([C:2]2[C:11]3[C:6](=[CH:7][C:8]([S:12]([O:15][C:16]4[C:17]([F:26])=[C:18]([F:25])[C:19]([F:24])=[C:20]([F:23])[C:21]=4[F:22])(=[O:13])=[O:14])=[CH:9][CH:10]=3)[CH:5]=[CH:4][N:3]=2)=[C:30]([O:38][CH3:39])[CH:29]=1 |f:2.3.4,^1:49,51,70,89|. The reagents and catalysts are C=1C=CC(=CC1)[P](C=2C=CC=CC2)(C=3C=CC=CC3)[Pd]([P](C=4C=CC=CC4)(C=5C=CC=CC5)C=6C=CC=CC6)([P](C=7C=CC=CC7)(C=8C=CC=CC8)C=9C=CC=CC9)[P](C=1C=CC=CC1)(C=1C=CC=CC1)C=1C=CC=CC1 (Pd(PPh3)4). The yield is 85.3%. Product: ClC1=CC(=C(C=C1F)C1=NC=CC2=CC(=CC=C12)S(=O)(=O)OC1=C(C(=C(C(=C1F)F)F)F)F)OC (perfluorophenyl 1-(4-chloro-5-fluoro-2-methoxyphenyl)isoquinoline-6-sulfonate). Procedure details: A round-bottom flask was charged with perfluorophenyl 1-chloroisoquinoline-6-sulfonate (see EXAMPLE 73, STEP 1, 1.7 g, 4.15 mmol), (4-chloro-5-fluoro-2-methoxyphenyl)boronic acid (INTERMEDIATE FFFFF; 1.272 g, 6.22 mmol), potassium carbonate (1.720 g, 12.45 mmol), and Pd(PPh3)4 (0.479 g, 0.415 mmol). The vial was flushed with Ar (g), then 1,4-dioxane (15.56 ml) and water (5.19 ml) were added. The flask was fitted with a reflux condenser and heated in a 50° C. heating bath for 1 h. The mixture was...